From a dataset of the Open Reaction Database (ORD), a public repository of structured organic reaction records. describe an organic reaction: reactants, conditions, products, and yield Starting materials: ClC1=CC=C(S1)C(=O)NCC1CN(C(O1)=O)C1=CC=C(C=C1)N1[C@H](C(=O)OC(C)(C)C)CCC1 (tert-butyl 1-{4-[5-({[(5-chloro-2-thienyl)carbonyl]amino}-methyl)-2-oxo-1,3-oxazolidin-3-yl]phenyl}prolinate). Run in ClCCl (dichloromethane), FC(C(=O)O)(F)F (trifluoroacetic acid). Yields the product ClC1=CC=C(S1)C(=O)NCC1CN(C(O1)=O)C1=CC=C(C=C1)N1CCCC1 (5-Chloro-N-({2-oxo-3-[4-(1-pyrrolidinyl)phenyl]-1,3-oxazolidin-5-yl}methyl)-2-thiophenecarboxamide). RXN SMILES: [Cl:1][C:2]1[S:6][C:5]([C:7]([NH:9][CH2:10][CH:11]2[O:15][C:14](=[O:16])[N:13]([C:17]3[CH:22]=[CH:21][C:20]([N:23]4[CH2:34][CH2:33][CH2:32][C@H:24]4C(OC(C)(C)C)=O)=[CH:19][CH:18]=3)[CH2:12]2)=[O:8])=[CH:4][CH:3]=1>ClCCl.FC(F)(F)C(O)=O>[Cl:1][C:2]1[S:6][C:5]([C:7]([NH:9][CH2:10][CH:11]2[O:15][C:14](=[O:16])[N:13]([C:17]3[CH:22]=[CH:21][C:20]([N:23]4[CH2:34][CH2:33][CH2:32][CH2:24]4)=[CH:19][CH:18]=3)[CH2:12]2)=[O:8])=[CH:4][CH:3]=1. Procedure details: 780 mg (1.54 mmol) of tert-butyl 1-{4-[5-({[(5-chloro-2-thienyl)carbonyl]amino}-methyl)-2-oxo-1,3-oxazolidin-3-yl]phenyl}prolinate are dissolved in 6 ml of dichloromethane and 9 ml of trifluoroacetic acid, and the mixture is stirred at 40° C. for two days. The reaction mixture is then concentrated and stirred with ether and 2 N sodium hydroxide solution. The aqueous phase is concentrated and stirred with ether and 2 N hydrochloric acid. The organic phase from this extraction is dried over MgSO4,... The reactants are [K+].C(C)(C)C=1C=CC(=NC1)S(=O)(=O)[NH-] (5-isopropyl-pyridine-2-sulfonamide potassium salt), [O-][Mn](=O)(=O)=O.[K+] (KMnO4), Cl (HCl). The solvent is O (water). Product: OC(C)(C)C=1C=CC(=NC1)S(=O)(=O)N ((5-(1-hydroxy-1-methyl-ethyl))-pyridine-2-sulfonic acid amide). RXN SMILES: [K+].[CH:2]([C:5]1[CH:6]=[CH:7][C:8]([S:11]([NH-:14])(=[O:13])=[O:12])=[N:9][CH:10]=1)([CH3:4])[CH3:3].[O-:15][Mn](=O)(=O)=O.[K+].Cl>O>[OH:15][C:2]([C:5]1[CH:6]=[CH:7][C:8]([S:11]([NH2:14])(=[O:13])=[O:12])=[N:9][CH:10]=1)([CH3:4])[CH3:3] |f:0.1,2.3|. Procedure: To a solution of 5-isopropyl-pyridine-2-sulfonamide potassium salt (synthesis described in EP 799 209) in water (10 ml) were added 1.2 g of KMnO4 at RT and the mixture was then refluxed for 30 minutes. The mixture was cooled to RT, acidified with diluted HCl and the product was extracted into AcOEt. The organic layer was washed with water, dried over Na2SO4 and concentrated in vacuo to give (5-(1-hydroxy-1-methyl-ethyl))-pyridine-2-sulfonic acid amide as yellow oil. El mass spectrum, m/e 216 (M ...